From a dataset of the Open Reaction Database (ORD), a public repository of structured organic reaction records. describe an organic reaction: reactants, conditions, products, and yield Reactants: O=C1CCN(C(=O)C=Cc2ccc(Cl)c(Cl)c2)CCN1, ClCCCN1CCCCC1. Yields the product O=C(C=Cc1ccc(Cl)c(Cl)c1)N1CCC(=O)N(CCCN2CCCCC2)CC1. As a reaction SMILES: [Cl:1][c:2]1[cH:3][c:4]([CH:9]=[CH:10][C:11](=[O:12])[N:13]2[CH2:14][CH2:15][NH:16][C:17](=[O:20])[CH2:18][CH2:19]2)[cH:5][cH:6][c:7]1[Cl:8].[Cl:21][CH2:22][CH2:23][CH2:24][N:25]1[CH2:26][CH2:27][CH2:28][CH2:29][CH2:30]1>>[Cl:1][c:2]1[cH:3][c:4]([CH:9]=[CH:10][C:11](=[O:12])[N:13]2[CH2:14][CH2:15][N:16]([CH2:22][CH2:23][CH2:24][N:25]3[CH2:26][CH2:27][CH2:28][CH2:29][CH2:30]3)[C:17](=[O:20])[CH2:18][CH2:19]2)[cH:5][cH:6][c:7]1[Cl:8]. Reactants: ClC1=CC=C2C(=N1)C=C(N2CC2=CC(=CC=C2)C(F)(F)F)C(=O)OCC2=CC(=CC=C2)C(F)(F)F (3-(Trifluoromethyl)benzyl 5-chloro-1-[3-(trifluoromethyl)benzyl]-1H-pyrrolo[3,2-b]pyridine-2-carboxylate), N(NC(=O)OC(C)(C)C)C(=O)OC(C)(C)C (di-tert-butyl hydrazine-1,2-dicarboxylate), C(=O)([O-])[O-].[Cs+].[Cs+] (Cs2CO3), O (water). The reagents and catalysts are C1(CCCCC1)P(C1=C(C=CC=C1)C1=C(C=C(C=C1C(C)C)C(C)C)C(C)C)C1CCCCC1.NC1=C(C=CC=C1)C1=C(C=CC=C1)[Pd]Cl (dicyclohexyl(2′,4′,6′-triisopropylbiphenyl-2-yl)phosphine (2′-aminobiphenyl-2-yl)(chloro)palladium). Solvent: C1(=CC=CC=C1)C (toluene). Reaction conditions: temperature 110 celsius. The product is FC(C=1C=C(CN2C(=CC3=NC(=CC=C32)N(NC(=O)OC(C)(C)C)C(=O)OC(C)(C)C)C(=O)OCC3=CC(=CC=C3)C(F)(F)F)C=CC1)(F)F (Di-tert-butyl 1-[1-[3-(trifluoromethyl)benzyl]-2-({[3-(trifluoromethyl)benzyl]oxy}carbonyl)-1H-pyrrolo[3,2-b]pyridin-5-yl]hydrazine-1,2-dicarboxylate). As a reaction SMILES: Cl[C:2]1[N:7]=[C:6]2[CH:8]=[C:9]([C:22]([O:24][CH2:25][C:26]3[CH:31]=[CH:30][CH:29]=[C:28]([C:32]([F:35])([F:34])[F:33])[CH:27]=3)=[O:23])[N:10]([CH2:11][C:12]3[CH:17]=[CH:16][CH:15]=[C:14]([C:18]([F:21])([F:20])[F:19])[CH:13]=3)[C:5]2=[CH:4][CH:3]=1.[NH:36]([C:45]([O:47][C:48]([CH3:51])([CH3:50])[CH3:49])=[O:46])[NH:37][C:38]([O:40][C:41]([CH3:44])([CH3:43])[CH3:42])=[O:39].C([O-])([O-])=O.[Cs+].[Cs+].O>C1(C)C=CC=CC=1.C1(P(C2CCCCC2)C2C=CC=CC=2C2C(C(C)C)=CC(C(C)C)=CC=2C(C)C)CCCCC1.NC1C=CC=CC=1C1C=CC=CC=1[Pd]Cl>[F:19][C:18]([F:21])([F:20])[C:14]1[CH:13]=[C:12]([CH:17]=[CH:16][CH:15]=1)[CH2:11][N:10]1[C:5]2[C:6](=[N:7][C:2]([N:36]([C:45]([O:47][C:48]([CH3:51])([CH3:50])[CH3:49])=[O:46])[NH:37][C:38]([O:40][C:41]([CH3:42])([CH3:43])[CH3:44])=[O:39])=[CH:3][CH:4]=2)[CH:8]=[C:9]1[C:22]([O:24][CH2:25][C:26]1[CH:31]=[CH:30][CH:29]=[C:28]([C:32]([F:35])([F:34])[F:33])[CH:27]=1)=[O:23] |f:2.3.4,7.8|. Reported procedure: A degassed mixture of 3-(trifluoromethyl)benzyl 5-chloro-1-[3-(trifluoromethyl)benzyl]-1H-pyrrolo[3,2-b]pyridine-2-carboxylate (3.2 g, 6.2 mmol, prepared as in Step 1), di-tert-butyl hydrazine-1,2-dicarboxylate (1.6 g, 6.9 mmol, Aldrich), dicyclohexyl(2′,4′,6′-triisopropylbiphenyl-2-yl)phosphine-(2′-aminobiphenyl-2-yl)(chloro)palladium (1:1) (0.58 g, 0.74 mmol, Aldrich) and Cs2CO3 (2.2 g, 6.9 mmol) in toluene (71 mL) was heated at 110° C. for 2 hours. Upon cooling, water was added, and the layer... The reactants are O=C([O-])[O-], CCc1cccc(CC)c1N, CN(C)C=O, ClCC1OCCCO1, [K+], [K+]. Yields the product CCc1cccc(CC)c1NCC1OCCCO1. As a reaction SMILES: [C:20](=[O:21])([O-:22])[O-:23].[CH2:1]([CH3:2])[c:3]1[c:4]([NH2:5])[c:6]([CH2:10][CH3:11])[cH:7][cH:8][cH:9]1.[CH3:26][N:27]([CH3:28])[CH:29]=[O:30].[Cl:12][CH2:13][CH:14]1[O:15][CH2:16][CH2:17][CH2:18][O:19]1.[K+:24].[K+:25]>>[CH2:1]([CH3:2])[c:3]1[c:4]([NH:5][CH2:13][CH:14]2[O:15][CH2:16][CH2:17][CH2:18][O:19]2)[c:6]([CH2:10][CH3:11])[cH:7][cH:8][cH:9]1. The reactants are NS(=O)(=O)c1ccc(Br)cc1Cl, O=C([O-])[O-], CC1(C)OB(C(=CC2CCCCC2)CO)OC1(C)C, [Na+], [Na+], CN(C)C=O. The product is NS(=O)(=O)c1ccc(C(=CC2CCCCC2)CO)cc1Cl. RXN SMILES: [Br:1][c:2]1[cH:3][c:4]([Cl:12])[c:5]([S:8](=[O:9])(=[O:10])[NH2:11])[cH:6][cH:7]1.[C:32](=[O:33])([O-:34])[O-:35].[CH:13]1([CH:19]=[C:20]([CH2:21][OH:22])[B:23]2[O:24][C:25]([CH3:26])([CH3:27])[C:28]([CH3:29])([CH3:30])[O:31]2)[CH2:14][CH2:15][CH2:16][CH2:17][CH2:18]1.[Na+:36].[Na+:37].[O:38]=[CH:39][N:40]([CH3:41])[CH3:42]>>[c:2]1([C:20](=[CH:19][CH:13]2[CH2:14][CH2:15][CH2:16][CH2:17][CH2:18]2)[CH2:21][OH:22])[cH:3][c:4]([Cl:12])[c:5]([S:8](=[O:9])(=[O:10])[NH2:11])[cH:6][cH:7]1. Reactants: solution, Cl (hydrogen chloride), C(C)(C)(C)OC(=O)N[C@@H](CCCCNC(=O)OC(C)(C)C)C(=O)N[C@@H](C)C(=O)OCCOC1=CC=C(C=C1)C1=C(C(=NC(=C1C#N)N1CCCC1)SCC=1N=C(SC1)C1=CC=C(C=C1)Cl)C#N (2-{4-(2-({(2-(4-Chlorophenyl)-1,3-thiazol-4-yl)methyl}sulfanyl)-3,5-dicyano-6-(pyrrolidin-1-yl)pyridin-4-yl)phenoxy}ethyl N2,N6-bis(tert-butoxycarbonyl)-L-lysyl-L-alaninate). Solvent: C(C)OCC (diethyl ether), ClCCl (dichloromethane). Reaction conditions: time 8 hour. Yields the product Cl.Cl.N[C@@H](CCCCN)C(=O)N[C@@H](C)C(=O)OCCOC1=CC=C(C=C1)C1=C(C(=NC(=C1C#N)N1CCCC1)SCC=1N=C(SC1)C1=CC=C(C=C1)Cl)C#N (2-{4-(2-({(2-(4-Chlorophenyl)-1,3-thiazol-4-yl)methyl}sulfanyl)-3,5-dicyano-6-(pyrrolidin-1-yl)pyridin-4-yl)phenoxy}ethyl L-lysyl-L-alaninate dihydrochloride). As a reaction SMILES: C(OC([NH:8][C@H:9]([C:22]([NH:24][C@H:25]([C:27]([O:29][CH2:30][CH2:31][O:32][C:33]1[CH:38]=[CH:37][C:36]([C:39]2[C:44]([C:45]#[N:46])=[C:43]([N:47]3[CH2:51][CH2:50][CH2:49][CH2:48]3)[N:42]=[C:41]([S:52][CH2:53][C:54]3[N:55]=[C:56]([C:59]4[CH:64]=[CH:63][C:62]([Cl:65])=[CH:61][CH:60]=4)[S:57][CH:58]=3)[C:40]=2[C:66]#[N:67])=[CH:35][CH:34]=1)=[O:28])[CH3:26])=[O:23])[CH2:10][CH2:11][CH2:12][CH2:13][NH:14]C(OC(C)(C)C)=O)=O)(C)(C)C.[ClH:68]>ClCCl.C(OCC)C>[ClH:65].[ClH:68].[NH2:8][C@H:9]([C:22]([NH:24][C@H:25]([C:27]([O:29][CH2:30][CH2:31][O:32][C:33]1[CH:34]=[CH:35][C:36]([C:39]2[C:44]([C:45]#[N:46])=[C:43]([N:47]3[CH2:48][CH2:49][CH2:50][CH2:51]3)[N:42]=[C:41]([S:52][CH2:53][C:54]3[N:55]=[C:56]([C:59]4[CH:64]=[CH:63][C:62]([Cl:65])=[CH:61][CH:60]=4)[S:57][CH:58]=3)[C:40]=2[C:66]#[N:67])=[CH:37][CH:38]=1)=[O:28])[CH3:26])=[O:23])[CH2:10][CH2:11][CH2:12][CH2:13][NH2:14] |f:4.5.6|. Procedure: 300 mg (0.308 mmol) of 2-{4-(2-({(2-(4-chlorophenyl)-1,3-thiazol-4-yl)methyl}sulfanyl)-3,5-dicyano-6-(pyrrolidin-1-yl)pyridin-4-yl)phenoxy}ethyl N2,N6-bis(tert-butoxycarbonyl)-L-lysyl-L-alaninate (Example 26A) were initially charged in 5.4 ml of dichloromethane. 3.08 ml (6.163 mmol) of a 1N solution of hydrogen chloride in diethyl ether were added, and the reaction solution was then stirred at RT overnight. The solid formed was filtered off, triturated with 2.5 ml of cold dichloromethane and fil... The reactants are C(#N)C1=CC=C(C=C1)COC1=CC=NN1C1=NC=CC(=C1)C(=O)OC (methyl 2-[5-[(4-cyanophenyl)methoxy]pyrazol-1-yl]pyridine-4-carboxylate). Solvent: C(C)#N.O (Acetonitrile Water). Product: C(#N)C1=CC=C(C=C1)COC1=CC=NN1C1=NC=CC(=C1)C(=O)O (2-[5-[(4-cyanophenyl)methoxy]pyrazol-1-yl]pyridine-4-carboxylic acid). Reaction SMILES: [C:1]([C:3]1[CH:8]=[CH:7][C:6]([CH2:9][O:10][C:11]2[N:15]([C:16]3[CH:21]=[C:20]([C:22]([O:24]C)=[O:23])[CH:19]=[CH:18][N:17]=3)[N:14]=[CH:13][CH:12]=2)=[CH:5][CH:4]=1)#[N:2]>C(#N)C.O>[C:1]([C:3]1[CH:8]=[CH:7][C:6]([CH2:9][O:10][C:11]2[N:15]([C:16]3[CH:21]=[C:20]([C:22]([OH:24])=[O:23])[CH:19]=[CH:18][N:17]=3)[N:14]=[CH:13][CH:12]=2)=[CH:5][CH:4]=1)#[N:2] |f:1.2|. Procedure: The title compound was prepared from methyl 2-[5-[(4-cyanophenyl)methoxy]pyrazol-1-yl]pyridine-4-carboxylate (EXAMPLE 98) according to the procedure for the preparation of Example 97, part B. 1H NMR (400 MHz, DMSO-d6): δ 5.41 (2H, s), 6.00 (1H, d, J=2.0 Hz), 7.61 (1H, d, J=1.6 Hz), 7.67-7.69 (2H, m), 7.77 (1H, dd, J=0.8 Hz, J=4.8 Hz), 7.87-7.89 (2H, m), 8.10 (1H, s), 8.70 (1H, d, J=5.2 Hz), 13.92 (1H, s). LCMS (mobile phase: 10%-95% Acetonitrile-Water-0.02% NH4Ac): purity is >95%, Rt=2.104 min. ... Starting materials: Cn1ccnc1, CCOC(C)=O, Cc1c(Cl)cc(NC(=O)CCl)c(O)c1Cl. Yields the product Cc1c(Cl)cc(NC(=O)Cn2cc[n+](C)c2)c(O)c1Cl, [Cl-]. Reaction SMILES: [CH3:1][n:2]1[cH:3][n:4][cH:5][cH:6]1.[CH3:22][CH2:23][O:24][C:25](=[O:26])[CH3:27].[Cl:7][CH2:8][C:9](=[O:10])[NH:11][c:12]1[c:13]([OH:21])[c:14]([Cl:20])[c:15]([CH3:19])[c:16]([Cl:18])[cH:17]1>>[CH3:1][n+:2]1[cH:3][n:4]([CH2:8][C:9](=[O:10])[NH:11][c:12]2[c:13]([OH:21])[c:14]([Cl:20])[c:15]([CH3:19])[c:16]([Cl:18])[cH:17]2)[cH:5][cH:6]1.[Cl-:7]. The reactants are FC1=C(CN2N=C(C=3C2=NC=CC3)C=3C=CC=2C(=NC=CN2)N3)C=CC=C1 (6-[1-(2-Fluorobenzyl)-1H-pyrazolo[3,4-b]pyridin-3-yl]pyrido[2,3-b]pyrazine). The reagents and catalysts are [Pt](=O)=O (platinum(IV) oxide). Solvent: CO (methanol). Yields the product FC1=C(CN2N=C(C=3C2=NC=CC3)C=3C=CC2=C(NCCN2)N3)C=CC=C1 (6-[1-(2-Fluorobenzyl)-1H-pyrazolo[3,4-b]pyridin-3-yl]-1,2,3,4-tetrahydropyrido[2,3-b]pyrazine). As a reaction SMILES: [F:1][C:2]1[CH:27]=[CH:26][CH:25]=[CH:24][C:3]=1[CH2:4][N:5]1[C:9]2=[N:10][CH:11]=[CH:12][CH:13]=[C:8]2[C:7]([C:14]2[CH:15]=[CH:16][C:17]3[C:18]([N:23]=2)=[N:19][CH:20]=[CH:21][N:22]=3)=[N:6]1>CO.[Pt](=O)=O>[F:1][C:2]1[CH:27]=[CH:26][CH:25]=[CH:24][C:3]=1[CH2:4][N:5]1[C:9]2=[N:10][CH:11]=[CH:12][CH:13]=[C:8]2[C:7]([C:14]2[CH:15]=[CH:16][C:17]3[NH:22][CH2:21][CH2:20][NH:19][C:18]=3[N:23]=2)=[N:6]1. Reported procedure: 80 mg (0.22 mmol) of the compound from example 68 were initially charged in methanol (4 ml), then 12 mg (0.045 mmol) of platinum(IV) oxide were added and the reaction mixture was hydrogenated at standard pressure overnight. The reaction mixture was filtered through Celite and the filtercake was washed with methanol. The filtrate was concentrated to give 79 mg (92% purity, 90% of theory) of the title compound, which were converted without further purification. Reactants: ClC1=CC=C(C=C1)/C(/C#N)=C/C=1NC=CC1 ((Z)-2-(4-Chloro-phenyl)-3-(1H-pyrrol-2-yl)acrylonitrile), C(=O)([O-])[O-].[K+].[K+] (K2CO3), CC(=CCBr)C (dimethylallyl bromide). Solvent: CC(=O)C (acetone). Product: ClC1=CC=C(C=C1)/C(/C#N)=C/C=1N(C=CC1)CC=C(C)C ((Z)-2-(4-chlorophenyl)-3-(1-(3-methylbut-2-enyl)-1H-pyrrol-2-yl)acrylonitrile). As a reaction SMILES: [Cl:1][C:2]1[CH:7]=[CH:6][C:5](/[C:8](=[CH:11]/[C:12]2[NH:13][CH:14]=[CH:15][CH:16]=2)/[C:9]#[N:10])=[CH:4][CH:3]=1.C([O-])([O-])=O.[K+].[K+].[CH3:23][C:24]([CH3:28])=[CH:25][CH2:26]Br>CC(C)=O>[Cl:1][C:2]1[CH:7]=[CH:6][C:5](/[C:8](=[CH:11]/[C:12]2[N:13]([CH2:26][CH:25]=[C:24]([CH3:28])[CH3:23])[CH:14]=[CH:15][CH:16]=2)/[C:9]#[N:10])=[CH:4][CH:3]=1 |f:1.2.3|. Procedure: A solution of (Z)-2-(4-Chloro-phenyl)-3-(1H-pyrrol-2-yl)acrylonitrile being Compound 2 in Table 8 (200 mg, 0.875 mmol) in dry acetone (35 ml) was treated with K2CO3 (121 mg) followed by dimethylallyl bromide (111 μl, 0.962 mmol, 1.1 equivalents). The mixture was heated to a gentle reflux for 20 h. The reaction was cooled to room temperature and filtered. The filtrate was chromatographed on silica gel using ethylacetate/petroleum spirits (1:1) as eluant to afford the title compound as a yellow oi...